Dataset: the Open Reaction Database (ORD), a public repository of structured organic reaction records. Task: describe an organic reaction: reactants, conditions, products, and yield The reactants are O=C(CBr)c1ccccc1, CO, c1c[nH]cn1. Yields the product O=C(Cn1ccnc1)c1ccccc1. RXN SMILES: [Br:1][CH2:2][C:3](=[O:4])[c:5]1[cH:6][cH:7][cH:8][cH:9][cH:10]1.[CH3:16][OH:17].[nH:11]1[cH:12][n:13][cH:14][cH:15]1>>[CH2:2]([C:3](=[O:4])[c:5]1[cH:6][cH:7][cH:8][cH:9][cH:10]1)[n:11]1[cH:12][n:13][cH:14][cH:15]1. The reactants are [N+](=O)([O-])C1=CC=C(C=C1)OC(=O)C1=CC=C(C=2N=C(OC21)CC)OC(F)F (4-difluoromethoxy-2-ethylbenzooxazole-7-carboxylic acid 4-nitro-phenyl ester), NC1=C(N=CN1C)C#N (5-amino-1-methyl-1H-imidazole-4-carbonitrile). Solvent: C(C)OCC (diethyl ether). Product: C(#N)C1=C(N(C=N1)C)NC(=O)C1=CC=C(C=2N=C(OC21)CC)OC(F)F (4-Difluoromethoxy-2-ethylbenzooxazole-7-carboxylic acid (5-cyano-3-methyl-3H-imidazol-4-yl)-amide). The yield is 34.6%. As a reaction SMILES: [N+](C1C=CC(O[C:11]([C:13]2[C:21]3[O:20][C:19]([CH2:22][CH3:23])=[N:18][C:17]=3[C:16]([O:24][CH:25]([F:27])[F:26])=[CH:15][CH:14]=2)=[O:12])=CC=1)([O-])=O.[NH2:28][C:29]1[N:33]([CH3:34])[CH:32]=[N:31][C:30]=1[C:35]#[N:36]>C(OCC)C>[C:35]([C:30]1[N:31]=[CH:32][N:33]([CH3:34])[C:29]=1[NH:28][C:11]([C:13]1[C:21]2[O:20][C:19]([CH2:22][CH3:23])=[N:18][C:17]=2[C:16]([O:24][CH:25]([F:26])[F:27])=[CH:15][CH:14]=1)=[O:12])#[N:36]. Procedure details: Starting from 4-difluoromethoxy-2-ethylbenzooxazole-7-carboxylic acid 4-nitro-phenyl ester (100 mg) and 5-amino-1-methyl-1H-imidazole-4-carbonitrile (65 mg). Purification by column chromatography on silica eluting with 0-5% methanol in ethyl acetate afforded, after trituration with diethyl ether, the title compound as a white solid (33 mg) Starting materials: ice, C(C)(C)(C)OC(=O)N1[C@H](C[C@H](C1)OC1=CC(=CC=C1)OC)[C@H]([C@H](CC1=CC(=CC(=C1)F)F)N)O ((2R,4R)-2-[(1S,2S)-2-amino-3-(3,5-difluorophenyl)-1-hydroxypropyl]-4-(3-methoxy-phenoxy)-pyrrolidine-1-carboxylic acid tert-butyl ester), CN1CCOCC1 (4-methylmorpholine), ClCCl (dichloromethane). Run at time 18 hour. Product: C(C)(C)(C)OC(=O)N1[C@H](C[C@H](C1)OC1=CC(=CC=C1)OC)[C@H]([C@H](CC1=CC(=CC(=C1)F)F)NC(C)=O)O ((2R,4R)-2-[(1S,2S)-2-Acetylamino-3-(3,5-difluorophenyl)-1-hydroxypropyl]-4-(3-methoxy-phenoxy)-pyrrolidine-1-carboxylic acid tert-butyl ester). The yield is 67.8%. Reaction SMILES: [C:1]([O:5][C:6]([N:8]1[CH2:12][C@H:11]([O:13][C:14]2[CH:19]=[CH:18][CH:17]=[C:16]([O:20][CH3:21])[CH:15]=2)[CH2:10][C@@H:9]1[C@@H:22]([OH:34])[C@@H:23]([NH2:33])[CH2:24][C:25]1[CH:30]=[C:29]([F:31])[CH:28]=[C:27]([F:32])[CH:26]=1)=[O:7])([CH3:4])([CH3:3])[CH3:2].CN1CC[O:39][CH2:38][CH2:37]1.ClCCl>>[C:1]([O:5][C:6]([N:8]1[CH2:12][C@H:11]([O:13][C:14]2[CH:19]=[CH:18][CH:17]=[C:16]([O:20][CH3:21])[CH:15]=2)[CH2:10][C@@H:9]1[C@@H:22]([OH:34])[C@@H:23]([NH:33][C:38](=[O:39])[CH3:37])[CH2:24][C:25]1[CH:30]=[C:29]([F:31])[CH:28]=[C:27]([F:32])[CH:26]=1)=[O:7])([CH3:4])([CH3:2])[CH3:3]. Procedure: Add to an ice cold solution of (2R,4R)-2-[(1S,2S)-2-amino-3-(3,5-difluorophenyl)-1-hydroxypropyl]-4-(3-methoxy-phenoxy)-pyrrolidine-1-carboxylic acid tert-butyl ester (0.24 g, 0.51 mmol) and 4-methylmorpholine (0.061 mL, 0.556 mmol) in dichloromethane (15 mL) 1-acetylimidazole (0.061 g, 0.556 mmol). Warm to room temperature and stir 18 h. Concentrate and dissolve in ethyl acetate and wash with 1N HCl, saturated aqueous sodium bicarbonate, saturated aqueous sodium chloride, dry (magnesium sulfate... Starting materials: O (water), [H-].[Na+] (sodium hydride), C(CC(=O)OC(C)(C)C)(=O)OC(C)(C)C (di-tert-butyl malonate), BrCC=1C(N(N=C(C1)C1=CC(=C(C=C1)OC)F)CC1CC1)=O (4-bromomethyl-2-cyclopropylmethyl-6-(3-fluoro-4-methoxyphenyl)-2H-pyridazin-3-one). Run in CN(C=O)C (N,N-dimethylformamide). Reaction conditions: time 1 hour. The product is C1(CC1)CN1N=C(C=C(C1=O)CC(C(=O)OC(C)(C)C)C(=O)OC(C)(C)C)C1=CC(=C(C=C1)OC)F (2-cyclopropylmethyl-4-[2,2-di(tert-butoxycarbonyl)ethyl]-6-(3-fluoro-4-methoxyphenyl)-2H-pyridazin-3-one). The yield is 0.1%. As a reaction SMILES: [H-].[Na+].[C:3]([O:13][C:14]([CH3:17])([CH3:16])[CH3:15])(=[O:12])[CH2:4][C:5]([O:7][C:8]([CH3:11])([CH3:10])[CH3:9])=[O:6].Br[CH2:19][C:20]1[C:21](=[O:39])[N:22]([CH2:35][CH:36]2[CH2:38][CH2:37]2)[N:23]=[C:24]([C:26]2[CH:31]=[CH:30][C:29]([O:32][CH3:33])=[C:28]([F:34])[CH:27]=2)[CH:25]=1.O>CN(C)C=O>[CH:36]1([CH2:35][N:22]2[C:21](=[O:39])[C:20]([CH2:19][CH:4]([C:5]([O:7][C:8]([CH3:9])([CH3:10])[CH3:11])=[O:6])[C:3]([O:13][C:14]([CH3:17])([CH3:16])[CH3:15])=[O:12])=[CH:25][C:24]([C:26]3[CH:31]=[CH:30][C:29]([O:32][CH3:33])=[C:28]([F:34])[CH:27]=3)=[N:23]2)[CH2:38][CH2:37]1 |f:0.1|. Procedure: After 55% sodium hydride (322 mg, 7.38 mmol) was added to a solution of di-tert-butyl malonate (970 mg, 4.48 mmol) in N,N-dimethylformamide (10 mL), 4-bromomethyl-2-cyclopropylmethyl-6-(3-fluoro-4-methoxyphenyl)-2H-pyridazin-3-one (1.8 g, 4.90 mmol) was added under ice-cold stirring. The reaction mixture was stirred at room temperature for 1 hour, poured into water, and extracted with ethyl acetate. The extract was washed with brine and dried over anhydrous sodium sulfate. The solvent was distil...